Dataset: the Open Reaction Database (ORD), a public repository of structured organic reaction records. Task: describe an organic reaction: reactants, conditions, products, and yield Reactants: Cc1sc(C(=O)O)cc1Br, CO, [Na+], O=C([O-])O, O=S(=O)(O)O. Product: COC(=O)c1cc(Br)c(C)s1. As a reaction SMILES: [Br:1][c:2]1[cH:3][c:4]([C:8](=[O:9])[OH:10])[s:5][c:6]1[CH3:7].[CH3:21][OH:22].[Na+:20].[O-:16][C:17]([OH:18])=[O:19].[S:11](=[O:12])(=[O:13])([OH:14])[OH:15]>>[Br:1][c:2]1[cH:3][c:4]([C:8](=[O:9])[O:10][CH3:17])[s:5][c:6]1[CH3:7]. Reactants: saturated solution, C([O-])([O-])=O.[K+].[K+] (potassium carbonate), O=O (oxygen), C(C)(C)(C)S (t-butylmercaptan), C(C1=CC=CC=C1)C(C(=O)Cl)CC1=CC=CC=C1 ((dibenzyl)acetyl chloride), ON1C(C=CC=C1)=S (N-hydroxypyridine-2-thione). Solvent: C1(=CC=CC=C1)C (toluene), C1(=CC=CC=C1)C (toluene), C1(=CC=CC=C1)C (toluene), N1=CC=CC=C1 (pyridine). Reaction conditions: time 30 minute. Yields the product C1(=CC=CC=C1)CC(CC1=CC=CC=C1)O (1,3-diphenylpropan-2-ol). Yield: 82.0%. RXN SMILES: [CH2:1]([CH:8]([CH2:12][C:13]1[CH:18]=[CH:17][CH:16]=[CH:15][CH:14]=1)C(Cl)=O)[C:2]1[CH:7]=[CH:6][CH:5]=[CH:4][CH:3]=1.[OH:19]N1C=CC=CC1=S.C(S)(C)(C)C.O=O.C(=O)([O-])[O-].[K+].[K+]>C1(C)C=CC=CC=1.N1C=CC=CC=1>[C:2]1([CH2:1][CH:8]([OH:19])[CH2:12][C:13]2[CH:18]=[CH:17][CH:16]=[CH:15][CH:14]=2)[CH:7]=[CH:6][CH:5]=[CH:4][CH:3]=1 |f:4.5.6|. Procedure: 258 mg (1 mmol) of (dibenzyl)acetyl chloride in 1 ml of toluene are added at room temperature to 140 mg (1.1 mmol) of N-hydroxypyridine-2-thione and 0.1 ml of pyridine in 5 ml of toluene. The mixture is maintained with stirring for 30 minutes. The filtered solution is added dropwise during 20 minutes to 1 ml of t-butylmercaptan in 20 ml of toluene at 80° C., and a vigorous stream of oxygen is passed into this solution. The reaction is continued for 1 hour at 80° C., and the reaction mixture is t... Starting materials: O=C1CCC(=O)N1Br, ClC(Cl)(Cl)Cl, Cc1ccc2scnc2c1. Yields the product BrCc1ccc2scnc2c1. RXN SMILES: [Br:11][N:12]1[C:13](=[O:14])[CH2:15][CH2:16][C:17]1=[O:18].[C:19]([Cl:20])([Cl:21])([Cl:22])[Cl:23].[CH3:1][c:2]1[cH:3][cH:4][c:5]2[c:6]([n:7][cH:8][s:9]2)[cH:10]1>>[CH2:1]([c:2]1[cH:3][cH:4][c:5]2[c:6]([n:7][cH:8][s:9]2)[cH:10]1)[Br:11]. Reactants: [F-].[K+] (potassium fluoride), FC(C(=O)F)(C(F)(F)F)C(F)(F)F (perfluoroisobutryl fluoride), S(=O)(=O)(OC)OC (dimethyl sulfate). The solvent is CN(C=O)C (dimethyl formamide). Reaction conditions: temperature 40 celsius, time 16 hour. Product: C(F)(C(F)(F)F)(C(F)(F)F)C(F)(F)OC ((CF3)2CFCF2OCH3). Yield: 87.2%. As a reaction SMILES: [F-:1].[K+].[F:3][C:4]([C:12]([F:15])([F:14])[F:13])([C:8]([F:11])([F:10])[F:9])[C:5]([F:7])=O.S([O:21][CH3:22])(OC)(=O)=O>CN(C)C=O>[C:4]([C:5]([O:21][CH3:22])([F:1])[F:7])([C:12]([F:15])([F:14])[F:13])([C:8]([F:11])([F:10])[F:9])[F:3] |f:0.1|. Procedure details: The title compound was prepared essentially as in Example 1 using anhydrous potassium fluoride (31.9 g, 0.55 mole), anhydrous dimethyl formamide (186 g), perfluoroisobutryl fluoride (108 g of 99% purity, 0.5 mole), and dimethyl sulfate (81.9 g, 0.65 mole). The resulting mixture was held at −20° C. for 16 hours, was warmed to 40° C. for 3.5 hours, and was then distilled to yield 109 g of the title compound (83.6% purity by GLC; also containing 11.6% (CF3)2CFCOF). The reaction mixtures from severa...